Dataset: the Open Reaction Database (ORD), a public repository of structured organic reaction records. Task: describe an organic reaction: reactants, conditions, products, and yield Reactants: CC(C)(C)O, CCCCCC, CCOC(=O)Nc1ccccc1F, O=S(=O)(O)O. The product is CCOC(=O)Nc1ccc(C(C)(C)C)cc1F. RXN SMILES: [C:14]([CH3:15])([CH3:16])([CH3:17])[OH:18].[CH3:19][CH2:20][CH2:21][CH2:22][CH2:23][CH3:24].[F:1][c:2]1[c:3]([NH:4][C:5](=[O:6])[O:7][CH2:8][CH3:9])[cH:10][cH:11][cH:12][cH:13]1.[S:25](=[O:26])(=[O:27])([OH:28])[OH:29]>>[F:1][c:2]1[c:3]([NH:4][C:5](=[O:6])[O:7][CH2:8][CH3:9])[cH:10][cH:11][c:12]([C:14]([CH3:15])([CH3:16])[CH3:17])[cH:13]1. Reactants: C(C=C)OCC1=CC=CC=C1 (allylbenzyl ether), [PH2](O)=O (phosphinic acid). Yields the product C(C1=CC=CC=C1)OCCCP(O)=O (3-Benzyloxypropylphosphinic acid). Reaction SMILES: [CH2:1]([O:4][CH2:5][C:6]1[CH:11]=[CH:10][CH:9]=[CH:8][CH:7]=1)[CH:2]=[CH2:3].[PH2:12](=[O:14])[OH:13]>>[CH2:5]([O:4][CH2:1][CH2:2][CH2:3][PH:12](=[O:13])[OH:14])[C:6]1[CH:11]=[CH:10][CH:9]=[CH:8][CH:7]=1. Procedure: The title compound was prepared from allylbenzyl ether and 50% aqueous phosphinic acid by an analogous procedure to that described in J. Inorg. Nucl. Chem., 1965, 27, 697.